This data is from the Open Reaction Database (ORD), a public repository of structured organic reaction records. The task is: describe an organic reaction: reactants, conditions, products, and yield RXN SMILES: [CH2:1]([CH3:2])[NH:3][C:4](=[O:5])[c:6]1[cH:7][cH:8][c:9](-[n:12]2[n:13][n:14][c:15]([C:26](=[O:27])[NH:28][CH2:29][CH2:30][OH:31])[c:16]2[CH2:17][O:18][c:19]2[cH:20][c:21]([F:25])[cH:22][cH:23][cH:24]2)[cH:10][cH:11]1.[CH2:46]([Cl:47])[Cl:48].[CH3:38][C:39](=[O:40])[O:41][C:42](=[O:43])[CH3:44].[ClH:45].[cH:32]1[cH:33][cH:34][n:35][cH:36][cH:37]1>>[CH2:1]([CH3:2])[NH:3][C:4](=[O:5])[c:6]1[cH:7][cH:8][c:9](-[n:12]2[n:13][n:14][c:15]([C:26](=[O:27])[NH:28][CH2:29][CH2:30][O:31][C:39]([CH3:38])=[O:40])[c:16]2[CH2:17][O:18][c:19]2[cH:20][c:21]([F:25])[cH:22][cH:23][cH:24]2)[cH:10][cH:11]1. Product: CCNC(=O)c1ccc(-n2nnc(C(=O)NCCOC(C)=O)c2COc2cccc(F)c2)cc1. The reactants are CCNC(=O)c1ccc(-n2nnc(C(=O)NCCO)c2COc2cccc(F)c2)cc1, ClCCl, CC(=O)OC(C)=O, Cl, c1ccncc1. Product: BrC1=CC(=C(OC=2C=C(C=CC2OC)CC(=O)O)C=C1)CN1C(O[C@@H]([C@@H]1C)C1=CC=CC=C1)=O ({3-[4-Bromo-2-((4S,5R)-4-methyl-2-oxo-5-phenyl-oxazolidin-3-ylmethyl)-phenoxy]-4-methoxy-phenyl}-acetic acid). The reactants are COC(CC1=CC(=C(C=C1)OC)OC1=C(C=C(C=C1)Br)CN1C(O[C@@H]([C@@H]1C)C1=CC=CC=C1)=O)=O ({3-[4-bromo-2-((4S,5R)-4-methyl-2-oxo-5-phenyl-oxazolidin-3-ylmethyl)-phenoxy]-4-methoxy-phenyl}-acetic acid methyl ester), COC=1C=C(C=CC1)B(O)O (3-methoxyphenylboronic acid). RXN SMILES: C[O:2][C:3](=[O:35])[CH2:4][C:5]1[CH:10]=[CH:9][C:8]([O:11][CH3:12])=[C:7]([O:13][C:14]2[CH:19]=[CH:18][C:17]([Br:20])=[CH:16][C:15]=2[CH2:21][N:22]2[C@@H:26]([CH3:27])[C@@H:25]([C:28]3[CH:33]=[CH:32][CH:31]=[CH:30][CH:29]=3)[O:24][C:23]2=[O:34])[CH:6]=1.COC1C=C(B(O)O)C=CC=1>>[Br:20][C:17]1[CH:18]=[CH:19][C:14]([O:13][C:7]2[CH:6]=[C:5]([CH2:4][C:3]([OH:35])=[O:2])[CH:10]=[CH:9][C:8]=2[O:11][CH3:12])=[C:15]([CH2:21][N:22]2[C@@H:26]([CH3:27])[C@@H:25]([C:28]3[CH:33]=[CH:32][CH:31]=[CH:30][CH:29]=3)[O:24][C:23]2=[O:34])[CH:16]=1. Procedure details: Prepared according to the procedure described in Example 19, Step 3, using the following starting materials: {3-[4-bromo-2-((4S,5R)-4-methyl-2-oxo-5-phenyl-oxazolidin-3-ylmethyl)-phenoxy]-4-methoxy-phenyl}-acetic acid methyl ester and 3-methoxyphenylboronic acid. The reactants are C(CCC)OC(=O)NC(CSCCCCCCCCCCCCCCCC)CNS(=O)(=O)CCCCl (2-Butoxycarbonylamino-3-(3-chloropropylsulfonylamino)-1-hexadecylthiopropane), C(CCCCCCCCCCCCCCC)SCC(CNS(=O)(=O)CCCI)OC (1-hexadecylthio-3-(3-iodopropylsulfonylamino)-2-methoxypropane). Yields the product C(CCC)OC(=O)NC(CSCCCCCCCCCCCCCCCC)CNS(=O)(=O)CCCI (2-butoxycarbonylamino-1-hexadecylthio-3-(3-iodopropylsulfonylamino)propane). RXN SMILES: [CH2:1]([O:5][C:6]([NH:8][CH:9]([CH2:28][NH:29][S:30]([CH2:33][CH2:34][CH2:35]Cl)(=[O:32])=[O:31])[CH2:10][S:11][CH2:12][CH2:13][CH2:14][CH2:15][CH2:16][CH2:17][CH2:18][CH2:19][CH2:20][CH2:21][CH2:22][CH2:23][CH2:24][CH2:25][CH2:26][CH3:27])=[O:7])[CH2:2][CH2:3][CH3:4].C(SCC(OC)CNS(CCC[I:64])(=O)=O)CCCCCCCCCCCCCCC>>[CH2:1]([O:5][C:6]([NH:8][CH:9]([CH2:28][NH:29][S:30]([CH2:33][CH2:34][CH2:35][I:64])(=[O:32])=[O:31])[CH2:10][S:11][CH2:12][CH2:13][CH2:14][CH2:15][CH2:16][CH2:17][CH2:18][CH2:19][CH2:20][CH2:21][CH2:22][CH2:23][CH2:24][CH2:25][CH2:26][CH3:27])=[O:7])[CH2:2][CH2:3][CH3:4]. Procedure details: 2-Butoxycarbonylamino-3-(3-chloropropylsulfonylamino)-1-hexadecylthiopropane IIIe4 is allowed to react and worked up by the same procedure as described in (5). m.p. 82°-83° C. The summary of the experimental condition and the physical data of the product are listed in Table 8.